From a dataset of the Open Reaction Database (ORD), a public repository of structured organic reaction records. describe an organic reaction: reactants, conditions, products, and yield Reactants: C12(CC3CC(CC(C1)C3)C2)C2=NN=C(N2CC(=O)OC)C2=CC=CC=C2 (Methyl [3-(1-adamantyl)-5-phenyl-4H-1,2,4-triazol-4-yl]acetate), [OH-].[Na+] (NaOH). Run in CO (methanol). Yields the product C12(CC3CC(CC(C1)C3)C2)C2=NN=C(N2CC(=O)O)C2=CC=CC=C2 ([3-(1-adamantyl)-5-phenyl-4H-1,2,4-triazol-4-yl]acetic acid). Reaction SMILES: [C:1]12([C:11]3[N:15]([CH2:16][C:17]([O:19]C)=[O:18])[C:14]([C:21]4[CH:26]=[CH:25][CH:24]=[CH:23][CH:22]=4)=[N:13][N:12]=3)[CH2:10][CH:5]3[CH2:6][CH:7]([CH2:9][CH:3]([CH2:4]3)[CH2:2]1)[CH2:8]2.[OH-].[Na+]>CO>[C:1]12([C:11]3[N:15]([CH2:16][C:17]([OH:19])=[O:18])[C:14]([C:21]4[CH:22]=[CH:23][CH:24]=[CH:25][CH:26]=4)=[N:13][N:12]=3)[CH2:10][CH:5]3[CH2:6][CH:7]([CH2:9][CH:3]([CH2:4]3)[CH2:2]1)[CH2:8]2 |f:1.2|. Procedure: Methyl [3-(1-adamantyl)-5-phenyl-4H-1,2,4-triazol-4-yl]acetate (4-55) (15 mg), 0.5 N NaOH (1 mL) and methanol (0.5 mL) were reacted at room temperature for 17 h. The methanol was evaporated in vacuo. The aqueous residue was acidified with acetic acid and extracted ten times with chloroform. The extracts were dried (MgSO4) and evaporated in vacuo to give [3-(1-adamantyl)-5-phenyl-4H-1,2,4-triazol-4-yl]acetic acid (4-54). MS: 338 (M+1). Reactants: Cc1ccc([Mg]Br)cc1 (effective_coupling_partner), COc1ccc(OC)c2ccccc12 (substrate). Reagents/catalysts: CC(C)P(C(C)C)C(Nc1ccccc1n3nc(c2ccccc2)cc3c4ccccc4)c5ccccc5. Reaction conditions: temperature 66 celsius, time 24 hour. The product is Cc4ccc(c2ccc(c1ccc(C)cc1)c3ccccc23)cc4. Starting materials: Cc1ccncc1C(=O)O, CC(=O)[O-], CC(N)CN1CC(C)(C)OCC1C(=O)Nc1cc(Cl)cc2c1[nH]c1cnccc12, O=C(O)C(F)(F)F, [NH4+]. Product: Cc1ccncc1C(=O)NC(C)CN1CC(C)(C)OCC1C(=O)Nc1cc(Cl)cc2c1[nH]c1cnccc12. RXN SMILES: [CH3:37][c:38]1[cH:39][cH:40][n:41][cH:42][c:43]1[C:44](=[O:45])[OH:46].[CH3:48][C:49](=[O:50])[O-:51].[Cl:8][c:9]1[cH:10][c:11]2[c:12]3[cH:13][cH:14][n:15][cH:16][c:17]3[nH:18][c:19]2[c:20]([NH:22][C:23](=[O:24])[CH:25]2[CH2:26][O:27][C:28]([CH3:35])([CH3:36])[CH2:29][N:30]2[CH2:31][CH:32]([CH3:33])[NH2:34])[cH:21]1.[F:1][C:2]([F:3])([F:4])[C:5]([OH:6])=[O:7].[NH4+:47]>>[Cl:8][c:9]1[cH:10][c:11]2[c:12]3[cH:13][cH:14][n:15][cH:16][c:17]3[nH:18][c:19]2[c:20]([NH:22][C:23](=[O:24])[CH:25]2[CH2:26][O:27][C:28]([CH3:35])([CH3:36])[CH2:29][N:30]2[CH2:31][CH:32]([CH3:33])[NH:34][C:44]([c:43]2[c:38]([CH3:37])[cH:39][cH:40][n:41][cH:42]2)=[O:45])[cH:21]1. Reactants: NC1=C(C=CC(=N1)NC1CN(CCC1)C(=O)OC(C)(C)C)[N+](=O)[O-] (tert-Butyl 3-[(6-amino-5-nitropyridin-2-yl)amino]piperidine-1-carboxylate), Cl (hydrochloric acid). Run in solution, O1CCOCC1 (dioxane). Run at time 30 minute. Yields the product Cl.[N+](=O)([O-])C=1C(=NC(=CC1)NC1CNCCC1)N (3-Nitro-N6-(piperidin-3-yl)pyridine-2,6-diamine hydrochloride). As a reaction SMILES: [NH2:1][C:2]1[N:7]=[C:6]([NH:8][CH:9]2[CH2:14][CH2:13][CH2:12][N:11](C(OC(C)(C)C)=O)[CH2:10]2)[CH:5]=[CH:4][C:3]=1[N+:22]([O-:24])=[O:23].[ClH:25]>O1CCOCC1>[ClH:25].[N+:22]([C:3]1[C:2]([NH2:1])=[N:7][C:6]([NH:8][CH:9]2[CH2:14][CH2:13][CH2:12][NH:11][CH2:10]2)=[CH:5][CH:4]=1)([O-:24])=[O:23] |f:3.4|. Procedure details: 610 mg (1.62 mmol) of tert-butyl 3-[(6-amino-5-nitropyridin-2-yl)amino]piperidine-1-carboxylate (Example 41A) were dissolved in 40 ml of a solution of hydrochloric acid in dioxane (4 M), and the mixture was stirred at RT for 30 min. After the reaction had gone to completion, the solvent was removed completely. This gave 662 mg of the crude product.